From a dataset of the Open Reaction Database (ORD), a public repository of structured organic reaction records. describe an organic reaction: reactants, conditions, products, and yield The reactants are C(#N)C1=CC=C(C(=O)NC2=C(C=CC=C2C)C)C=C1 (4-cyano-N-(2,6-dimethylphenyl)benzamide), C(C)(C)(C)O (t-butanol), [OH-].[K+] (potassium hydroxide), [Cl-].[Na+] (sodium chloride). The product is CC1=C(C(=CC=C1)C)C1=C(C=CC(=C1)C(=O)N)C(=O)N (2,6-Dimethylphenyl-1,4-benzenedicarboxamide). The yield is 43.0%. RXN SMILES: [C:1]([C:3]1[CH:19]=[CH:18][C:6]([C:7]([NH:9]C2C(C)=CC=CC=2C)=[O:8])=[CH:5][CH:4]=1)#[N:2].[OH-:20].[K+].[Cl-].[Na+].[C:24](O)([CH3:27])([CH3:26])[CH3:25]>>[CH3:25][C:24]1[CH:27]=[CH:1][CH:3]=[C:4]([CH3:5])[C:26]=1[C:19]1[CH:18]=[C:6]([C:7]([NH2:9])=[O:8])[CH:5]=[CH:4][C:3]=1[C:1]([NH2:2])=[O:20] |f:1.2,3.4|. Procedure: Ten grams of 4-cyano-N-(2,6-dimethylphenyl)benzamide and 3 grams of finely powdered potassium hydroxide were slurried in t-butanol and heated at reflux for 50 minutes. The homogeneous mixture was poured into a saturated sodium chloride solution and extracted into chloroform. Material which was insoluable in both the organic and water phases was recovered by filtration, crystallized from methanol, and provided the title compound in 43% yield, m.p. 246-248° C. Starting materials: O (water), [OH-].[Li+] (Lithium hydroxide), CS(=O)(=O)NC1=CC=C2C=C(N(C2=C1)C(=O)OCCC(C)(C)C)C(=O)[O-] (1-(1,1-dimethylethyl)2-ethyl 6-[(methylsulfonyl)amino]-1H-indole-1,2-dicarboxylate), CO (methanol). Solvent: C1CCOC1 (THF). Run at temperature 50 celsius. The product is CC(C)(C)OC(=O)N1C(=CC2=CC=C(C=C12)NS(=O)(=O)C)C(=O)O (1-{[(1,1-dimethylethyl)oxy]carbonyl}-6-[(methylsulfonyl)amino]-1H-indole-2-carboxylic acid). The yield is 79.2%. RXN SMILES: [OH-].[Li+].[CH3:3][S:4]([NH:7][C:8]1[CH:16]=[C:15]2[C:11]([CH:12]=[C:13]([C:26]([O-:28])=[O:27])[N:14]2[C:17]([O:19]CCC(C)(C)C)=[O:18])=[CH:10][CH:9]=1)(=[O:6])=[O:5].CO.O>C1COCC1>[CH3:10][C:11]([O:19][C:17]([N:14]1[C:15]2[C:11](=[CH:10][CH:9]=[C:8]([NH:7][S:4]([CH3:3])(=[O:5])=[O:6])[CH:16]=2)[CH:12]=[C:13]1[C:26]([OH:28])=[O:27])=[O:18])([CH3:15])[CH3:12] |f:0.1|. Procedure: Lithium hydroxide (0.068 g, 2.85 mmol) was added to a solution of 1-(1,1-dimethylethyl)2-ethyl 6-[(methylsulfonyl)amino]-1H-indole-1,2-dicarboxylate (0.109 g, 0.285 mmol) in THF:methanol:water/3:1:1 (3 mL). The mixture was heated at 50° C. for 2 hrs. The solvent was evaporated and the residue was dissolved in water, acidified with 1N aqueous HCl and extracted with ethyl acetate. The organic layer was washed with water, dried over sodium sulfate and concentrated to give the title compound (0.040 ...